From a dataset of the Open Reaction Database (ORD), a public repository of structured organic reaction records. describe an organic reaction: reactants, conditions, products, and yield The reactants are N (ammonia), COC1=CC2=C(C(C(N(CC2)CCCN(C2CC3=CC(=C(C=C3CC2)OC)OC)C)=O)=O)C=C1OC (1-[7,8-dimethoxy-1,3,4,5-tetrahydro-2H-3-benzazepin-1,2-dion-3-yl]-3-[N-methyl-N-(6,7-dimethoxy-1,2,3,4-tetrahydronaphth-2-yl)-amino]-propane), Cl (hydrochloric acid), [BH4-].[Na+] (sodium borohydride). Conditions: time 20 minute. Procedure details: Here, 1-[7,8-dimethoxy-1,3,4,5-tetrahydro-2H-3-benzazepin-1,2-dion-3-yl]-3-[N-methyl-N-(6,7-dimethoxy-1,2,3,4-tetrahydronaphth-2-yl)-amino]-propane (0.70 g 0.0014 mol) is dissolved in a mixture of methanol/water=(95:5, 21 ml) then sodium borohydride (0.060 g, 0.0016 mol) is added and the mixture is stirred for 20 minutes at ambient temperature. It is then acidified with hydrochloric acid (2 mol/l), made alkaline with methanolic ammonia and extracted with methylene chloride, dried over magnesium ... The solvent is CO.O (methanol water). The product is OC1C(N(CCC2=C1C=C(C(=C2)OC)OC)CCCN(C2CC1=CC(=C(C=C1CC2)OC)OC)C)=O (1-[1-Hydroxy-7,8-dimethoxy-1,3,4,5-tetrahydro-2H-3-benzazepin-2-on-3-yl]-3-[N-methyl-N-(6,7-dimethoxy-1,2,3,4-tetrahydronaphth-2-yl)-amino]-propane). As a reaction SMILES: [CH3:1][O:2][C:3]1[C:34]([O:35][CH3:36])=[CH:33][C:6]2[C:7](=[O:32])[C:8](=[O:31])[N:9]([CH2:12][CH2:13][CH2:14][N:15]([CH3:30])[CH:16]3[CH2:25][CH2:24][C:23]4[C:18](=[CH:19][C:20]([O:28][CH3:29])=[C:21]([O:26][CH3:27])[CH:22]=4)[CH2:17]3)[CH2:10][CH2:11][C:5]=2[CH:4]=1.[BH4-].[Na+].Cl.N>CO.O>[OH:32][CH:7]1[C:6]2[CH:33]=[C:34]([O:35][CH3:36])[C:3]([O:2][CH3:1])=[CH:4][C:5]=2[CH2:11][CH2:10][N:9]([CH2:12][CH2:13][CH2:14][N:15]([CH3:30])[CH:16]2[CH2:25][CH2:24][C:23]3[C:18](=[CH:19][C:20]([O:28][CH3:29])=[C:21]([O:26][CH3:27])[CH:22]=3)[CH2:17]2)[C:8]1=[O:31] |f:1.2,5.6|. The reactants are [OH-].[Na+] (NaOH), C1=C(C=CC2=CC=CC=C12)S(=O)(=O)Cl (Naphthalene-2-sulfonyl chloride), [OH-].[Na+] (NaOH), Cl.N[C@H](CC(=O)O)C1=CC=CC=C1 ((R)-3-amino-3-phenyl-propionic acid HCl salt), CN1CCOCC1 (N-methylmorpholine). The solvent is C(Cl)Cl (CH2Cl2), O1CCOCC1 (dioxane). Run at time 3 hour. The product is C1=C(C=CC2=CC=CC=C12)S(=O)(=O)N[C@H](CC(=O)O)C1=CC=CC=C1 ((R)-3-(Naphthalene-2-sulfonylamino)-3-phenyl-propionic Acid). Reaction SMILES: [CH:1]1[C:10]2[C:5](=[CH:6][CH:7]=[CH:8][CH:9]=2)[CH:4]=[CH:3][C:2]=1[S:11](Cl)(=[O:13])=[O:12].[OH-].[Na+].Cl.[NH2:18][C@@H:19]([C:24]1[CH:29]=[CH:28][CH:27]=[CH:26][CH:25]=1)[CH2:20][C:21]([OH:23])=[O:22].CN1CCOCC1>O1CCOCC1.C(Cl)Cl>[CH:1]1[C:10]2[C:5](=[CH:6][CH:7]=[CH:8][CH:9]=2)[CH:4]=[CH:3][C:2]=1[S:11]([NH:18][C@@H:19]([C:24]1[CH:29]=[CH:28][CH:27]=[CH:26][CH:25]=1)[CH2:20][C:21]([OH:23])=[O:22])(=[O:13])=[O:12] |f:1.2,3.4|. Procedure details: Naphthalene-2-sulfonyl chloride (18.18 g, 80.2 mmol) and NaOH (60 mL, 2 N) were added portion-wise over 1 h to a mixture of (R)-3-amino-3-phenyl-propionic acid HCl salt (14.70 g, 72.9 mmol) and N-methylmorpholine (4.0 mL, 36.5 mmol) in dioxane (250 mL). The pH was maintained at pH 11 with the 2N NaOH solution during the addition. After stirring for an additional 3 h, the mixture was diluted with CH2Cl2 (1 L), acidified, washed with water, dried over MgSO4, filtered, and concentrated in vacuo. Cr...